This data is from the Open Reaction Database (ORD), a public repository of structured organic reaction records. The task is: describe an organic reaction: reactants, conditions, products, and yield The reactants are COC(=O)C(=NOC1CCCC1)c1ccc(S(C)(=O)=O)c(Cl)c1, CNC(N)=O, C[O-], C[O-], CO, [Mg+2]. Product: CNC(=O)NC(=O)C(=NOC1CCCC1)c1ccc(S(C)(=O)=O)c(Cl)c1. Reaction SMILES: [CH3:1][O:2][C:3]([C:4](=[N:5][O:6][CH:7]1[CH2:8][CH2:9][CH2:10][CH2:11]1)[c:12]1[cH:13][c:14]([Cl:22])[c:15]([S:18](=[O:19])(=[O:20])[CH3:21])[cH:16][cH:17]1)=[O:23].[CH3:24][NH:25][C:26](=[O:27])[NH2:28].[CH3:29][O-:30].[CH3:32][O-:33].[CH3:34][OH:35].[Mg+2:31]>>[C:3]([C:4](=[N:5][O:6][CH:7]1[CH2:8][CH2:9][CH2:10][CH2:11]1)[c:12]1[cH:13][c:14]([Cl:22])[c:15]([S:18](=[O:19])(=[O:20])[CH3:21])[cH:16][cH:17]1)(=[O:23])[NH:28][C:26]([NH:25][CH3:24])=[O:27]. Reactants: compound, ester, C(C1=CC=CC=C1)OC=1C(=NC(=CC1)OC)C(=O)OC (methyl 3-benzyloxy-6-methoxypicolinate), esters, CI (methyl iodide), CCCCCC.CC(=O)C (hexane acetone), O[Li].O (LiOH.H2O). Reagents/catalysts: C([O-])([O-])=O.[Ag+2] (silver carbonate). The solvent is C1(=CC=CC=C1)C (toluene). Reaction conditions: temperature 60 celsius. Product: C(C1=CC=CC=C1)OC=1C(=NC(=CC1)OC)C(=O)O (3-BENZYLOXY-6-METHOXYPICOLINIC ACID). As a reaction SMILES: CI.CCCCCC.CC(C)=O.[CH2:13]([O:20][C:21]1[C:22]([C:29]([O:31]C)=[O:30])=[N:23][C:24]([O:27][CH3:28])=[CH:25][CH:26]=1)[C:14]1[CH:19]=[CH:18][CH:17]=[CH:16][CH:15]=1.O[Li].O>C1(C)C=CC=CC=1.C(=O)([O-])[O-].[Ag+2]>[CH2:13]([O:20][C:21]1[C:22]([C:29]([OH:31])=[O:30])=[N:23][C:24]([O:27][CH3:28])=[CH:25][CH:26]=1)[C:14]1[CH:15]=[CH:16][CH:17]=[CH:18][CH:19]=1 |f:1.2,4.5,7.8|. Procedure: To a stirred solution of this compound (10.25 g) in toluene (125 mL), warmed in an oil bath at 60° C., was added silver carbonate (16.6 g), then methyl iodide (8.52 g). The resulting mixture was stirred and heated for 3 hours at 60° C. After cooling, the mixture was filtered through Celite® and the solvent evaporated to give a yellow oil. Silica gel chromatography (4:1 hexane/acetone) gave a nearly colorless oil, whose 1H-NMR and MS data were consistent with methyl 3-benzyloxy-6-methoxypicolinat... Reaction SMILES: [Br:1][c:2]1[cH:3][c:4]([N:20]([C:21]([CH3:22])=[O:23])[CH3:24])[cH:5][c:6]([S:8](=[O:9])(=[O:10])[c:11]2[cH:12][cH:13][c:14]([N+:17]([O-:18])=[O:19])[cH:15][cH:16]2)[cH:7]1.[CH3:25][CH2:26][OH:27].[ClH:28]>>[Br:1][c:2]1[cH:3][c:4]([N:20]([C:21]([CH3:22])=[O:23])[CH3:24])[cH:5][c:6]([S:8](=[O:9])(=[O:10])[c:11]2[cH:12][cH:13][c:14]([NH2:17])[cH:15][cH:16]2)[cH:7]1. Starting materials: CC(=O)N(C)c1cc(Br)cc(S(=O)(=O)c2ccc([N+](=O)[O-])cc2)c1, CCO, Cl. Product: CC(=O)N(C)c1cc(Br)cc(S(=O)(=O)c2ccc(N)cc2)c1.